From a dataset of the Open Reaction Database (ORD), a public repository of structured organic reaction records. describe an organic reaction: reactants, conditions, products, and yield Starting materials: ClCCC(=O)Cl (3-chloropropionyl chloride), ClNC1=NC(=NC(=N1)NCl)NCl (trichloromelamine), N'N',N"-tris (3-chloropropionyl) melamine. The solvent is CCCCCC (hexane), C(Cl)(Cl)(Cl)Cl (CCl4). Yields the product ClCCC(=O)NC1=NC(=NC(=N1)NC(CCCl)=O)NC(CCCl)=O (N,N',N"-Tris-(3-chloropropionyl) Melamine). The yield is 98.0%. Reaction SMILES: Cl[NH:2][C:3]1[N:8]=[C:7]([NH:9]Cl)[N:6]=[C:5]([NH:11]Cl)[N:4]=1.[Cl:13][CH2:14][CH2:15][C:16](Cl)=[O:17]>C(Cl)(Cl)(Cl)Cl.CCCCCC>[Cl:13][CH2:14][CH2:15][C:16]([NH:2][C:3]1[N:8]=[C:7]([NH:9][C:16](=[O:17])[CH2:15][CH2:14][Cl:13])[N:6]=[C:5]([NH:11][C:16](=[O:17])[CH2:15][CH2:14][Cl:13])[N:4]=1)=[O:17]. Procedure: To a stirring suspension of 2.3 g trichloromelamine in 40 ml CCl4 was added 7.62 g 3-chloropropionyl chloride under Argon. The reaction mixture was heated in an oil bath at 65°-70° C. for 6 hours. The reaction mixture was cooled and then diluted with 50 ml hexane. The precipitates were filtered, washed with hexane and dried under reduced pressure (3.9 g; 98% yield). The product thus obtained was characterized to be N'N',N"-tris (3-chloropropionyl) melamine by 1H NMR, 13C NMR, IR, and mass spectr... The reactants are ClC=1C=C(C=CC1)CC(=O)Cl (3-chlorophenylacetyl chloride), ClC(C(=O)C=1NC=CC1)(Cl)Cl (2-trichloroacetyl pyrrole), [Cl-].[Cl-].[Cl-].[Al+3] (aluminum trichloride). Solvent: ClCCl (dichloromethane). Conditions: time 2 hour. The product is ClC(C(=O)C=1NC=C(C1)C(CC1=CC(=CC=C1)Cl)=O)(Cl)Cl (2,2,2-Trichloro-1-(4-(3-Chlorophenyl)acetyl-1H-pyrrol-2-yl)-ethanone). Reaction SMILES: [Cl:1][C:2]1[CH:3]=[C:4]([CH2:8][C:9](Cl)=[O:10])[CH:5]=[CH:6][CH:7]=1.[Cl:12][C:13]([Cl:22])([Cl:21])[C:14]([C:16]1[NH:17][CH:18]=[CH:19][CH:20]=1)=[O:15].[Cl-].[Cl-].[Cl-].[Al+3]>ClCCl>[Cl:22][C:13]([Cl:12])([Cl:21])[C:14]([C:16]1[NH:17][CH:18]=[C:19]([C:9](=[O:10])[CH2:8][C:4]2[CH:5]=[CH:6][CH:7]=[C:2]([Cl:1])[CH:3]=2)[CH:20]=1)=[O:15] |f:2.3.4.5|. Procedure: In a dry flask, 3-chlorophenylacetyl chloride (1 equivalent) was combined with 2-trichloroacetyl pyrrole (1 equivalent) in a minimum amount of dichloromethane (DCM). To the resulting solution, at ambient temperature, was added aluminum trichloride (1 equivalent). After 2 hours, the reaction mixture was applied directly onto a silica gel column. Gradient elution with 10% ethyl acetate to 50% ethyl acetate in hexanes provided compound 2. HPLC using method A provided Rt of 15 minutes. Reaction SMILES: [CH2:23]([CH2:24][CH2:25][CH3:26])[OH:27].[CH2:28]([P:29]([CH2:30][CH2:31][CH2:32][CH3:33])[CH2:34][CH2:35][CH2:36][CH3:37])[CH2:38][CH2:39][CH3:40].[CH:1]1([CH2:4][n:5]2[c:6](=[O:22])[c:7]3[cH:8][cH:9][c:10]([F:21])[cH:11][c:12]3[c:13]([OH:20])[c:14]2[C:15](=[O:16])[O:17][CH2:18][CH3:19])[CH2:2][CH2:3]1.[N:41]([C:42]([N:43]1[CH2:44][CH2:45][CH2:46][CH2:47][CH2:48]1)=[O:49])=[N:50][C:51]([N:52]1[CH2:53][CH2:54][CH2:55][CH2:56][CH2:57]1)=[O:58].[O:59]1[CH2:60][CH2:61][CH2:62][CH2:63]1>>[CH:1]1([CH2:4][n:5]2[c:6](=[O:22])[c:7]3[cH:8][cH:9][c:10]([F:21])[cH:11][c:12]3[c:13]([O:20][CH2:23][CH2:24][CH2:25][CH3:26])[c:14]2[C:15](=[O:16])[O:17][CH2:18][CH3:19])[CH2:2][CH2:3]1. Reactants: CCCCO, CCCCP(CCCC)CCCC, CCOC(=O)c1c(O)c2cc(F)ccc2c(=O)n1CC1CC1, O=C(N=NC(=O)N1CCCCC1)N1CCCCC1, C1CCOC1. Yields the product CCCCOc1c(C(=O)OCC)n(CC2CC2)c(=O)c2ccc(F)cc12. The reactants are CSC(Oc1cc(Cl)cc(Cl)c1)C(=O)OC(C)(C)C, CO, [Na+], [OH-], O. Product: CSC(Oc1cc(Cl)cc(Cl)c1)C(=O)O. As a reaction SMILES: [CH3:1][S:2][CH:3]([C:4](=[O:5])[O:6][C:7]([CH3:8])([CH3:9])[CH3:10])[O:11][c:12]1[cH:13][c:14]([Cl:19])[cH:15][c:16]([Cl:18])[cH:17]1.[CH3:22][OH:23].[Na+:21].[OH-:20].[OH2:24]>>[CH3:1][S:2][CH:3]([C:4](=[O:5])[OH:6])[O:11][c:12]1[cH:13][c:14]([Cl:19])[cH:15][c:16]([Cl:18])[cH:17]1. Run in CCOCC (ether). Conditions: time 4 hour. Yields the product ClC1=CC=C(C=C1)C1=C(COC(C1)(C)C)CO ((4-(4-chlorophenyl)-6,6-dimethyl-5,6-dihydro-2H-pyran-3-yl)methanol). As a reaction SMILES: [Cl:1][C:2]1[CH:7]=[CH:6][C:5]([C:8]2[CH2:13][C:12]([CH3:15])([CH3:14])[O:11][CH2:10][C:9]=2[C:16](OC)=[O:17])=[CH:4][CH:3]=1.[H-].[H-].[H-].[H-].[Li+].[Al+3].Cl>CCOCC>[Cl:1][C:2]1[CH:7]=[CH:6][C:5]([C:8]2[CH2:13][C:12]([CH3:14])([CH3:15])[O:11][CH2:10][C:9]=2[CH2:16][OH:17])=[CH:4][CH:3]=1 |f:1.2.3.4.5.6|. Procedure details: To a solution of EXAMPLE 38C (1.6 g) in ether (20 mL) was added LiAlH4 (1.2 g). The mixture was stirred at room temperature for 4 hours. The mixture was acidified carefully with 5% aqueous HCl and extracted with ethyl acetate (100 mL×3) and the combined organic layers were washed with water, brine and dried over Na2SO4. After filtration and evaporation of solvent, the crude product was loaded on a column and eluted with 10% ethyl acetate in hexane to give the product. Starting materials: ClC1=CC=C(C=C1)C1=C(COC(C1)(C)C)C(=O)OC (methyl 4-(4-chlorophenyl)-6,6-dimethyl-5,6-dihydro-2H-pyran-3-carboxylate), [H-].[H-].[H-].[H-].[Li+].[Al+3] (LiAlH4), Cl (HCl). Starting materials: C(=O)(O)C=1N=C(SC1)\C=C/SC(C1=CC=CC=C1)(C1=CC=CC=C1)C1=CC=CC=C1 (4-carboxy-2-((Z)-2-tritylthioethen-1-yl)thiazole), Cl.C(#N)C1CNC1 (3-cyanoazetidine hydrochloride). Yields the product C(#N)C1CN(C1)C(=O)C=1N=C(SC1)\C=C/SC(C1=CC=CC=C1)(C1=CC=CC=C1)C1=CC=CC=C1 (4-(3-Cyanoazetidin-1-yl)carbonyl-2-((Z)-2-tritylthioethen-1-yl)thiazole). Yield: 66.2%. As a reaction SMILES: [C:1]([C:4]1[N:5]=[C:6](/[CH:9]=[CH:10]\[S:11][C:12]([C:25]2[CH:30]=[CH:29][CH:28]=[CH:27][CH:26]=2)([C:19]2[CH:24]=[CH:23][CH:22]=[CH:21][CH:20]=2)[C:13]2[CH:18]=[CH:17][CH:16]=[CH:15][CH:14]=2)[S:7][CH:8]=1)([OH:3])=O.Cl.[C:32]([CH:34]1[CH2:37][NH:36][CH2:35]1)#[N:33]>>[C:32]([CH:34]1[CH2:37][N:36]([C:1]([C:4]2[N:5]=[C:6](/[CH:9]=[CH:10]\[S:11][C:12]([C:19]3[CH:24]=[CH:23][CH:22]=[CH:21][CH:20]=3)([C:25]3[CH:26]=[CH:27][CH:28]=[CH:29][CH:30]=3)[C:13]3[CH:14]=[CH:15][CH:16]=[CH:17][CH:18]=3)[S:7][CH:8]=2)=[O:3])[CH2:35]1)#[N:33] |f:1.2|. Reported procedure: In the same manner as in step c) in Example 3, 0.271 g of the title compound was prepared from 0.356 g of 4-carboxy-2-((Z)-2-tritylthioethen-1-yl)thiazole and 0.149 g of 3-cyanoazetidine hydrochloride.